This data is from the Open Reaction Database (ORD), a public repository of structured organic reaction records. The task is: describe an organic reaction: reactants, conditions, products, and yield Reactants: CS(C)=O, CCN(C(C)C)C(C)C, Fc1ccc(-c2csc(N3CCNCC3)n2)cc1, O, O=C(Nc1cccnn1)OCC(Cl)(Cl)Cl. Product: O=C(Nc1cccnn1)N1CCN(c2nc(-c3ccc(F)cc3)cs2)CC1. Reaction SMILES: [CH3:44][S:45]([CH3:46])=[O:47].[CH:34]([N:35]([CH:36]([CH3:37])[CH3:38])[CH2:39][CH3:40])([CH3:41])[CH3:42].[F:16][c:17]1[cH:18][cH:19][c:20](-[c:23]2[n:24][c:25]([N:28]3[CH2:29][CH2:30][NH:31][CH2:32][CH2:33]3)[s:26][cH:27]2)[cH:21][cH:22]1.[OH2:43].[n:1]1[n:2][c:3]([NH:7][C:8]([O:9][CH2:10][C:11]([Cl:12])([Cl:13])[Cl:14])=[O:15])[cH:4][cH:5][cH:6]1>>[n:1]1[n:2][c:3]([NH:7][C:8](=[O:15])[N:31]2[CH2:30][CH2:29][N:28]([c:25]3[n:24][c:23](-[c:20]4[cH:19][cH:18][c:17]([F:16])[cH:22][cH:21]4)[cH:27][s:26]3)[CH2:33][CH2:32]2)[cH:4][cH:5][cH:6]1. The reactants are CS(=O)(=O)OC1=CC=C(C=C1)[C@H]1CN(C(CO1)=O)CC1=CC=CC=C1 (4-((2S)-4-benzyl-5-oxo-morpholin-2-yl)phenyl methanesulfonate), [OH-].[K+] (Potassium hydroxide), Cl[Si](C)(C)C (Chlorotrimethylsilane), [BH4-].[Li+] (lithium borohydride). Run in O (water), O1CCCC1 (tetrahydrofuran), C(C)O (ethanol), CO (methanol), O1CCCC1 (tetrahydrofuran). Reaction conditions: time 1 hour. Yields the product C(C1=CC=CC=C1)N1C[C@@H](OCC1)C1=CC=C(C=C1)O ((2S)-4-benzyl-2-(4-hydroxyphenyl)morpholine). Yield: 66.9%. As a reaction SMILES: Cl[Si](C)(C)C.[BH4-].[Li+].CS([O:12][C:13]1[CH:18]=[CH:17][C:16]([C@@H:19]2[O:24][CH2:23][C:22](=O)[N:21]([CH2:26][C:27]3[CH:32]=[CH:31][CH:30]=[CH:29][CH:28]=3)[CH2:20]2)=[CH:15][CH:14]=1)(=O)=O.[OH-].[K+]>O1CCCC1.C(O)C.O.CO>[CH2:26]([N:21]1[CH2:22][CH2:23][O:24][C@@H:19]([C:16]2[CH:15]=[CH:14][C:13]([OH:12])=[CH:18][CH:17]=2)[CH2:20]1)[C:27]1[CH:28]=[CH:29][CH:30]=[CH:31][CH:32]=1 |f:1.2,4.5|. Procedure details: Chlorotrimethylsilane (96 g, 884 mmol) was added to a solution of lithium borohydride (9.6 g, 441 mmol) in tetrahydrofuran (500 ml) and stirred for one hour at room temperature. A solution of 4-((2S)-4-benzyl-5-oxo-morpholin-2-yl)phenyl methanesulfonate (79.8 g, 221 mmol) in tetrahydrofuran (200 ml) was added to the solution and stirred at room temperature for one hour. After careful addition of methanol (60 ml) under ice-cooling, the solvent was removed under reduced pressure. Potassium hydroxi...